From a dataset of the Open Reaction Database (ORD), a public repository of structured organic reaction records. describe an organic reaction: reactants, conditions, products, and yield Reactants: BrC1=CC=C2C=CC(=NC2=C1C)C1=NN=C2N1C=C(C=C2)[C@H](C(F)(F)F)N2C[C@H](CC2)NC(OC(C)(C)C)=O (tert-butyl (S)-1-((R)-1-(3-(7-bromo-8-methylquinolin-2-yl)-[1,2,4]triazolo[4,3-a]pyridin-6-yl)-2,2,2-trifluoroethyl)pyrrolidin-3-ylcarbamate), CN1N=C(C=C1B1OC(C(O1)(C)C)(C)C)C (1,3-dimethyl-5-(4,4,5,5-tetramethyl-1,3,2-dioxaborolan-2-yl)-1H-pyrazole). The product is CN1N=C(C=C1C1=CC=C2C=CC(=NC2=C1C)C1=NN=C2N1C=C(C=C2)[C@H](C(F)(F)F)N2C[C@H](CC2)NC(OC(C)(C)C)=O)C (tert-butyl (S)-1-((R)-1-(3-(7-(1,3-dimethyl-1H-pyrazol-5-yl)-8-methylquinolin-2-yl)-[1,2,4]triazolo[4,3-a]pyridin-6-yl)-2,2,2-trifluoroethyl)pyrrolidin-3-ylcarbamate). As a reaction SMILES: Br[C:2]1[C:11]([CH3:12])=[C:10]2[C:5]([CH:6]=[CH:7][C:8]([C:13]3[N:17]4[CH:18]=[C:19]([C@@H:22]([N:27]5[CH2:31][CH2:30][C@H:29]([NH:32][C:33](=[O:39])[O:34][C:35]([CH3:38])([CH3:37])[CH3:36])[CH2:28]5)[C:23]([F:26])([F:25])[F:24])[CH:20]=[CH:21][C:16]4=[N:15][N:14]=3)=[N:9]2)=[CH:4][CH:3]=1.[CH3:40][N:41]1[C:45](B2OC(C)(C)C(C)(C)O2)=[CH:44][C:43]([CH3:55])=[N:42]1>>[CH3:40][N:41]1[C:45]([C:2]2[C:11]([CH3:12])=[C:10]3[C:5]([CH:6]=[CH:7][C:8]([C:13]4[N:17]5[CH:18]=[C:19]([C@@H:22]([N:27]6[CH2:31][CH2:30][C@H:29]([NH:32][C:33](=[O:39])[O:34][C:35]([CH3:38])([CH3:37])[CH3:36])[CH2:28]6)[C:23]([F:25])([F:26])[F:24])[CH:20]=[CH:21][C:16]5=[N:15][N:14]=4)=[N:9]3)=[CH:4][CH:3]=2)=[CH:44][C:43]([CH3:55])=[N:42]1. Reported procedure: Prepared as described in Example 191, using tert-butyl (S)-1-((R)-1-(3-(7-bromo-8-methylquinolin-2-yl)-[1,2,4]triazolo[4,3-a]pyridin-6-yl)-2,2,2-trifluoroethyl)pyrrolidin-3-ylcarbamate in place of 7-bromo-2,8-dimethylquinoline and substituting 1,3-dimethyl-5-(4,4,5,5-tetramethyl-1,3,2-dioxaborolan-2-yl)-1H-pyrazole in Step A. LCMS APCI (+) m/z 621 (M+H). Reactants: CCCCCCCCCCCCCCCC(=O)Cl, ClC(Cl)Cl, NCCO. The product is CCCCCCCCCCCCCCCC(=O)NCCO. As a reaction SMILES: [C:5]([CH2:6][CH2:7][CH2:8][CH2:9][CH2:10][CH2:11][CH2:12][CH2:13][CH2:14][CH2:15][CH2:16][CH2:17][CH2:18][CH2:19][CH3:20])(=[O:21])[Cl:22].[Cl:23][CH:24]([Cl:25])[Cl:26].[NH2:1][CH2:2][CH2:3][OH:4]>>[NH:1]([CH2:2][CH2:3][OH:4])[C:5]([CH2:6][CH2:7][CH2:8][CH2:9][CH2:10][CH2:11][CH2:12][CH2:13][CH2:14][CH2:15][CH2:16][CH2:17][CH2:18][CH2:19][CH3:20])=[O:21]. The reactants are O=C([O-])[O-], CCC(C)=O, Clc1cccc(CBr)c1, [K+], [K+], CNC(=O)C(C)Oc1ccc(O)cc1. Yields the product CNC(=O)C(C)Oc1ccc(OCc2cccc(Cl)c2)cc1. As a reaction SMILES: [C:24](=[O:25])([O-:26])[O-:27].[CH3:30][C:31](=[O:32])[CH2:33][CH3:34].[Cl:15][c:16]1[cH:17][c:18]([CH2:19][Br:20])[cH:21][cH:22][cH:23]1.[K+:28].[K+:29].[OH:1][c:2]1[cH:3][cH:4][c:5]([O:6][CH:7]([C:8](=[O:9])[NH:10][CH3:11])[CH3:12])[cH:13][cH:14]1>>[O:1]([c:2]1[cH:3][cH:4][c:5]([O:6][CH:7]([C:8](=[O:9])[NH:10][CH3:11])[CH3:12])[cH:13][cH:14]1)[CH2:19][c:18]1[cH:17][c:16]([Cl:15])[cH:23][cH:22][cH:21]1. The reactants are O=C([O-])[O-], CN=C=S, Cl, Cl, [K+], [K+], Cc1ncsc1CSCCN, O. The product is CNC(=S)NCCSCc1scnc1C. Reaction SMILES: [C:1](=[O:2])([O-:3])[O-:4].[CH3:20][N:21]=[C:22]=[S:23].[ClH:7].[ClH:8].[K+:5].[K+:6].[NH2:9][CH2:10][CH2:11][S:12][CH2:13][c:14]1[c:15]([CH3:19])[n:16][cH:17][s:18]1.[OH2:24]>>[NH:9]([CH2:10][CH2:11][S:12][CH2:13][c:14]1[c:15]([CH3:19])[n:16][cH:17][s:18]1)[C:22]([NH:21][CH3:20])=[S:23]. The reactants are C(=O)(O)C1=CC=C(C=C1)C=1C=C2C=CC=NC2=C(N1)OC (6-(4-carboxyphenyl)-8-methoxy-1,7-naphthyridine), P(Br)(Br)Br (PBr3), CN(C)C=O (DMF), O (water). Conditions: temperature 100 celsius. Product: C(=O)(O)C1=CC=C(C=C1)C=1C=C2C=CC=NC2=C(N1)C1=CC=CC2=NON=C21 (6-(4-carboxyphenyl)-8-(4-benzo[c]furazanyl)-1,7-naphthyridine). Reaction SMILES: [C:1]([C:4]1[CH:9]=[CH:8][C:7]([C:10]2[CH:11]=[C:12]3[C:17](=[C:18](OC)[N:19]=2)[N:16]=[CH:15][CH:14]=[CH:13]3)=[CH:6][CH:5]=1)([OH:3])=[O:2].P(Br)(Br)Br.[OH2:26].C[N:28]([CH:30]=O)C>>[C:1]([C:4]1[CH:9]=[CH:8][C:7]([C:10]2[CH:11]=[C:12]3[C:17](=[C:18]([C:11]4[C:30]5[C:15](=[N:16][O:26][N:28]=5)[CH:14]=[CH:13][CH:12]=4)[N:19]=2)[N:16]=[CH:15][CH:14]=[CH:13]3)=[CH:6][CH:5]=1)([OH:3])=[O:2]. Procedure: To a solution of 6-(4-carboxyphenyl)-8-methoxy-1,7-naphthyridine (250 mg, 0.892 mmol) in DMF (10 ml) is added PBr3 (0.63 ml, 6.63 mmol). The reaction mixture is heated to 100° C. for 30 min. Then, the suspension is poured into water (50 ml) and the solution washed with ethyl acetate (2×50 ml). The organic solvent is removed and the crude product stirred in ether. The suspension is filtered to yield the title compound (215 mg). Melting point 248-250, decomposition. Starting materials: ClCC(=O)C1=CC(=C(C=C1)C)S(N)(=O)=O (2-chloro-4'-methyl-3'-sulfamoylacetophenone), N1=C(NCCC1)S (3,4,5,6-tetrahydro-2-pyrimidine-thiol). Yields the product Cl.OC1(CSC=2N1CCCN2)C2=CC(=C(C=C2)C)S(N)(=O)=O (3-Hydroxy-3-(4-methyl-3-sulfamoylphenyl)-2,3,6,7-tetrahydro-5H-thiazolo[3,2-a]pyrimidine-hydrochloride). As a reaction SMILES: [Cl:1][CH2:2][C:3]([C:5]1[CH:10]=[CH:9][C:8]([CH3:11])=[C:7]([S:12](=[O:15])(=[O:14])[NH2:13])[CH:6]=1)=[O:4].[N:16]1[CH2:21][CH2:20][CH2:19][NH:18][C:17]=1[SH:22]>>[ClH:1].[OH:4][C:3]1([C:5]2[CH:10]=[CH:9][C:8]([CH3:11])=[C:7]([S:12](=[O:15])(=[O:14])[NH2:13])[CH:6]=2)[N:18]2[CH2:19][CH2:20][CH2:21][N:16]=[C:17]2[S:22][CH2:2]1 |f:2.3|. Reported procedure: 5 g of 2-chloro-4'-methyl-3'-sulfamoylacetophenone and 2.35 g of ground 3,4,5,6-tetrahydro-2-pyrimidine-thiol were reacted as prescribed in Example 12 and worked up as prescribed in Example 67d). Colorless crystals, melting point: 190° C (decomposition). The solvent is O1CCOCC1 (dioxane). Procedure details: A mixture of 2-chloro-N-cyclopentyl-7-(3,5-dimethylisoxazol-4-yl)quinoline-5-sulfonamide (23 mg, 0.057 mmol), cyclopropaneboronic acid (50 mg, 10 equiv) dppf PdCl2 (8 mg, 20 mol %), potassium carbonate (60 mg) and dioxane (1 mL) was purged with nitrogen and heated at 110° C. for 1 hour. The reaction mixture was concentrated and purified by preparative HPLC to give the desired product, N-cyclopentyl-2-cyclopropyl-7-(3,5-dimethylisoxazol-4-yl)quinoline-5-sulfonamide. Starting materials: ClC1=NC=2C=C(C=C(C2C=C1)S(=O)(=O)NC1CCCC1)C=1C(=NOC1C)C (2-chloro-N-cyclopentyl-7-(3,5-dimethylisoxazol-4-yl)quinoline-5-sulfonamide), C1(CC1)B(O)O (cyclopropaneboronic acid), C([O-])([O-])=O.[K+].[K+] (potassium carbonate). Product: C1(CCCC1)NS(=O)(=O)C=1C=2C=CC(=NC2C=C(C1)C=1C(=NOC1C)C)C1CC1 (N-cyclopentyl-2-cyclopropyl-7-(3,5-dimethylisoxazol-4-yl)quinoline-5-sulfonamide). Run at temperature 110 celsius. As a reaction SMILES: Cl[C:2]1[CH:11]=[CH:10][C:9]2[C:8]([S:12]([NH:15][CH:16]3[CH2:20][CH2:19][CH2:18][CH2:17]3)(=[O:14])=[O:13])=[CH:7][C:6]([C:21]3[C:22]([CH3:27])=[N:23][O:24][C:25]=3[CH3:26])=[CH:5][C:4]=2[N:3]=1.[CH:28]1(B(O)O)[CH2:30][CH2:29]1.C(=O)([O-])[O-].[K+].[K+]>O1CCOCC1>[CH:16]1([NH:15][S:12]([C:8]2[C:9]3[CH:10]=[CH:11][C:2]([CH:28]4[CH2:30][CH2:29]4)=[N:3][C:4]=3[CH:5]=[C:6]([C:21]3[C:22]([CH3:27])=[N:23][O:24][C:25]=3[CH3:26])[CH:7]=2)(=[O:14])=[O:13])[CH2:20][CH2:19][CH2:18][CH2:17]1 |f:2.3.4|. The reactants are BrC1=CC=CC(=N1)C1=NC(=CC=C1)C1=C(C(=CC=C1)OC)O (6-bromo-6′-(2-hydroxy-3-methoxyphenyl)-2,2′-bipyridine), OC1=C(C=CC=C1)B(O)O (2-hydroxyphenyl boronic acid). Product: OC1=C(C=CC=C1)C1=CC=CC(=N1)C1=NC(=CC=C1)C1=C(C(=CC=C1)OC)O (6-(2-Hydroxyphenyl)-6′-(2-hydroxy-3-methoxyphenyl)-2,2′-bipyridine). Isolated yield 39.0%. RXN SMILES: Br[C:2]1[N:7]=[C:6]([C:8]2[CH:13]=[CH:12][CH:11]=[C:10]([C:14]3[CH:19]=[CH:18][CH:17]=[C:16]([O:20][CH3:21])[C:15]=3[OH:22])[N:9]=2)[CH:5]=[CH:4][CH:3]=1.[OH:23][C:24]1[CH:29]=[CH:28][CH:27]=[CH:26][C:25]=1B(O)O>>[OH:23][C:24]1[CH:29]=[CH:28][CH:27]=[CH:26][C:25]=1[C:2]1[N:7]=[C:6]([C:8]2[CH:13]=[CH:12][CH:11]=[C:10]([C:14]3[CH:19]=[CH:18][CH:17]=[C:16]([O:20][CH3:21])[C:15]=3[OH:22])[N:9]=2)[CH:5]=[CH:4][CH:3]=1. Procedure details: 6-(2-Hydroxyphenyl)-6′-(2-hydroxy-3-methoxyphenyl)-2,2′-bipyridine was prepared from 6-bromo-6′-(2-hydroxy-3-methoxyphenyl)-2,2′-bipyridine and 2-hydroxyphenyl boronic acid in 39% yield using method F; δH [2H6]-DMSO 13.48,(1H, b), 13.38,(1H, b), 8.33,(2H, m), 8.23, (2H, t), 8.17,(2H, d), 8.13,(1H, d), 7.70,(2H, d), 7.37,(1H, t), 7.09,(1H, d), 7.02,(1H, d), 6.94,(1H, t), 3.84,(3H, s); MS 371 (MH)+; HPLC retention time (system 1) 4.03 minutes. The reactants are aldehyde, C([C@@H]([C@H]([C@@H](C(=O)C=O)O)O)O)O (L-sorbosone), C[N+]1=C2C=CC=CC2=NC3=CC=CC=C31.COS(=O)(=O)[O-] (phenazine methosulfate). Run in P(=O)([O-])([O-])[O-].[K+].[K+].[K+] (potassium phosphate). Reaction conditions: time 1 hour. Yields the product C([C@@H]([C@H]([C@@H](C(=O)C(=O)O)O)O)O)O (2-keto-L-gulonic acid). RXN SMILES: [CH2:1]([OH:12])[C@H:2]([OH:11])[C@@H:3]([OH:10])[C@H:4]([OH:9])[C:5]([CH:7]=[O:8])=[O:6].C[N+]1C2C(=CC=CC=2)N=C2C=1C=CC=C2.C[O:29]S([O-])(=O)=O>P([O-])([O-])([O-])=O.[K+].[K+].[K+]>[CH2:1]([OH:12])[C@H:2]([OH:11])[C@@H:3]([OH:10])[C@H:4]([OH:9])[C:5]([C:7]([OH:29])=[O:8])=[O:6] |f:1.2,3.4.5.6|. Procedure: A reaction mixture containing the purified aldehyde dehydrogenase (0.04 mg protein, and prepared according to Example 1), L-sorbosone (4 mg) and phenazine methosulfate (0.2 mg) in 1.0 ml of 0.5M potassium phosphate buffer (pH 7.0) was incubated for 1.0 hour at 25° C. with gentle shaking. As a result, 2-keto-L-gulonic acid was formed at the rate of about 2.3 mg/hour.